Dataset: the Open Reaction Database (ORD), a public repository of structured organic reaction records. Task: describe an organic reaction: reactants, conditions, products, and yield Yields the product OCCONC(=O)C1=C(C=2N(C=C1)C=NC2)NC2=C(C=C(C=C2)Br)F (8-(4-Bromo-2-fluoro-phenylamino)-imidazo[1,5-a]pyridine-7-carboxylic acid (2-hydroxy-ethoxy)-amide). The yield is 29.9%. Reaction SMILES: C([O:3][CH2:4][CH2:5][O:6][NH:7][C:8]([C:10]1[CH:15]=[CH:14][N:13]2[CH:16]=[N:17][CH:18]=[C:12]2[C:11]=1[NH:19][C:20]1[CH:25]=[CH:24][C:23]([Br:26])=[CH:22][C:21]=1[F:27])=[O:9])=C>CO.ClCCl>[OH:3][CH2:4][CH2:5][O:6][NH:7][C:8]([C:10]1[CH:15]=[CH:14][N:13]2[CH:16]=[N:17][CH:18]=[C:12]2[C:11]=1[NH:19][C:20]1[CH:25]=[CH:24][C:23]([Br:26])=[CH:22][C:21]=1[F:27])=[O:9]. Reactants: C(=C)OCCONC(=O)C1=C(C=2N(C=C1)C=NC2)NC2=C(C=C(C=C2)Br)F (8-(4-Bromo-2-fluoro-phenylamino)-imidazo[1,5-a]pyridine-7-carboxylic acid (2-vinyloxy-ethoxy)-amide). The solvent is CO (methanol), CO (methanol), ClCCl (dichloromethane). Procedure details: 8-(4-Bromo-2-fluoro-phenylamino)-imidazo[1,5-a]pyridine-7-carboxylic acid (2-vinyloxy-ethoxy)-amide (40 mg, 0.09 mmol) was dissolved in methanol and loaded onto an Isolute® SCX-2 cartridge (5 g). The cartridge was then washed with methanol and the desired product was subsequently eluted using 2M NH3 in MeOH. Appropriate fractions were combined and concentrated to give a residue that was subjected to flash chromatography (Si-PPC, gradient 0% to 20%, methanol in dichloromethane) to afford the titl...